From a dataset of the Open Reaction Database (ORD), a public repository of structured organic reaction records. describe an organic reaction: reactants, conditions, products, and yield Reactants: CC(=O)OC(C)=O, O=C(O)c1cc(C(=O)O)c(S(=O)(=O)O)cc1C(=O)O. Yields the product O=C1OC(=O)c2cc(S(=O)(=O)O)c(C(=O)O)cc21. Reaction SMILES: [CH3:20][C:21]([O:22][C:23](=[O:24])[CH3:25])=[O:26].[S:1](=[O:2])(=[O:3])([OH:4])[c:5]1[c:6]([C:17](=[O:18])[OH:19])[cH:7][c:8]([C:14](=[O:15])[OH:16])[c:9]([C:11](=[O:12])[OH:13])[cH:10]1>>[S:1](=[O:2])(=[O:3])([OH:4])[c:5]1[c:6]([C:17](=[O:18])[OH:19])[cH:7][c:8]2[c:9]([cH:10]1)[C:11](=[O:12])[O:15][C:14]2=[O:16]. The reactants are ClC1=CC=C(C=C1)OC(N(C)C[C@@H]1CC[C@H](CC1)OCCCCO)=O (trans-[4-(4-hydroxy-butoxy)-cyclohexylmethyl]-methyl-carbamic acid 4-chloro-phenyl ester), CS(=O)(=O)Cl (methanesulfonyl chloride). Product: ClC1=CC=C(OC(=O)N(C)C[C@@H]2CC[C@H](CC2)OCCCCOS(=O)(=O)C)C=C1 (trans-methanesulfonic acid 4-(4-{[(4-chloro-phenoxy-carbonyl)-methyl-amino]-methyl}-cyclohexyloxy)-butyl ester). Reaction SMILES: [Cl:1][C:2]1[CH:7]=[CH:6][C:5]([O:8][C:9](=[O:25])[N:10]([CH2:12][C@H:13]2[CH2:18][CH2:17][C@H:16]([O:19][CH2:20][CH2:21][CH2:22][CH2:23][OH:24])[CH2:15][CH2:14]2)[CH3:11])=[CH:4][CH:3]=1.[CH3:26][S:27](Cl)(=[O:29])=[O:28]>>[Cl:1][C:2]1[CH:3]=[CH:4][C:5]([O:8][C:9]([N:10]([CH2:12][C@H:13]2[CH2:18][CH2:17][C@H:16]([O:19][CH2:20][CH2:21][CH2:22][CH2:23][O:24][S:27]([CH3:26])(=[O:29])=[O:28])[CH2:15][CH2:14]2)[CH3:11])=[O:25])=[CH:6][CH:7]=1. Procedure: In analogy to the procedure described in example 3.4, trans-[4-(4-hydroxy-butoxy)-cyclohexylmethyl]-methyl-carbamic acid 4-chloro-phenyl ester was treated with methanesulfonyl chloride to yield trans-methanesulfonic acid 4-(4-{[(4-chloro-phenoxy-carbonyl)-methyl-amino]-methyl}-cyclohexyloxy)-butyl ester as colorless viscous, MS: 448 (MH+, 1 Cl). Reactants: N[C@@H](C)C1=NN2C(C(N1C1=CC=CC=C1)=O)=C(C=C2)SC2=CC=CC=C2 ((S)-2-(1-Aminoethyl)-3-phenyl-5-(phenylthio)pyrrolo[2,1-f][1,2,4]triazin-4(3H)-one), BrC=1C(=NC=NC1Cl)N (5-bromo-6-chloropyrimidin-4-amine), [F-].[Cs+] (cesium fluoride), C(C)(C)N(C(C)C)CC (N,N-diisopropylethylamine). Yields the product NC1=C(C(=NC=N1)N[C@@H](C)C1=NN2C(C(N1C1=CC=CC=C1)=O)=C(C=C2)SC2=CC=CC=C2)Br ((S)-2-(1-((6-Amino-5-bromopyrimidin-4-yl)amino)ethyl)-3-phenyl-5-(phenylthio)pyrrolo[2,1-f][1,2,4]triazin-4(3H)-one). The yield is 110.3%. As a reaction SMILES: [NH2:1][C@H:2]([C:4]1[N:9]([C:10]2[CH:15]=[CH:14][CH:13]=[CH:12][CH:11]=2)[C:8](=[O:16])[C:7]2=[C:17]([S:20][C:21]3[CH:26]=[CH:25][CH:24]=[CH:23][CH:22]=3)[CH:18]=[CH:19][N:6]2[N:5]=1)[CH3:3].[Br:27][C:28]1[C:29]([NH2:35])=[N:30][CH:31]=[N:32][C:33]=1Cl.[F-].[Cs+].C(N(CC)C(C)C)(C)C>>[NH2:35][C:29]1[N:30]=[CH:31][N:32]=[C:33]([NH:1][C@H:2]([C:4]2[N:9]([C:10]3[CH:11]=[CH:12][CH:13]=[CH:14][CH:15]=3)[C:8](=[O:16])[C:7]3=[C:17]([S:20][C:21]4[CH:26]=[CH:25][CH:24]=[CH:23][CH:22]=4)[CH:18]=[CH:19][N:6]3[N:5]=2)[CH3:3])[C:28]=1[Br:27] |f:2.3|. Reported procedure: (S)-2-(1-Aminoethyl)-3-phenyl-5-(phenylthio)pyrrolo[2,1-f][1,2,4]triazin-4(3H)-one (142 mg, 0.39 mmol) was treated with treated 5-bromo-6-chloropyrimidin-4-amine (245 mg, 1.18 mmol), cesium fluoride (178 mg, 1.17 mmol), N,N-diisopropylethylamine (341 μl, 1.96 mol) according to Preparation 13 to give 0.23 g (75% yield) of the title compound as a solid.